Dataset: the Open Reaction Database (ORD), a public repository of structured organic reaction records. Task: describe an organic reaction: reactants, conditions, products, and yield The reactants are C(#C)[Si](C)(C)C (Ethynyl(trimethyl)silane), TEA, IC1=CC=C(C=C1)C(C)NC1CC1 (N-[1-(4-iodophenyl)ethyl]cyclopropylamine). The reagents and catalysts are Cl[Pd]([P](C1=CC=CC=C1)(C2=CC=CC=C2)C3=CC=CC=C3)([P](C4=CC=CC=C4)(C5=CC=CC=C5)C6=CC=CC=C6)Cl (PdCl2(PPh3)2), [Cu]I (CuI), Cl[Pd]([P](C1=CC=CC=C1)(C2=CC=CC=C2)C3=CC=CC=C3)([P](C4=CC=CC=C4)(C5=CC=CC=C5)C6=CC=CC=C6)Cl (PdCl2(PPh3)2). Solvent: C(Cl)(Cl)Cl (chloroform). Conditions: time 24 hour. The product is C[Si](C)(C)C#CC1=CC=C(C=C1)C(C)NC1CC1 (N-(1-{4-[(trimethylsilyl)ethynyl]phenyl}ethyl)cyclopropylamine). Isolated yield 67.9%. Reaction SMILES: [C:1]([Si:3]([CH3:6])([CH3:5])[CH3:4])#[CH:2].I[C:8]1[CH:13]=[CH:12][C:11]([CH:14]([NH:16][CH:17]2[CH2:19][CH2:18]2)[CH3:15])=[CH:10][CH:9]=1>Cl[Pd](Cl)([P](C1C=CC=CC=1)(C1C=CC=CC=1)C1C=CC=CC=1)[P](C1C=CC=CC=1)(C1C=CC=CC=1)C1C=CC=CC=1.[Cu]I.C(Cl)(Cl)Cl>[CH3:4][Si:3]([C:1]#[C:2][C:8]1[CH:13]=[CH:12][C:11]([CH:14]([NH:16][CH:17]2[CH2:19][CH2:18]2)[CH3:15])=[CH:10][CH:9]=1)([CH3:6])[CH3:5] |^1:22,41|. Procedure details: Ethynyl(trimethyl)silane (80 mg), PdCl2(PPh3)2 (29 mg), CuI (16 mg), and TEA (0.25 g) were added to a chloroform (5.0 mL) solution of N-[1-(4-iodophenyl)ethyl]cyclopropylamine (0.23 g) as obtained in Example 14-(1), and the mixture was stirred in a nitrogen atmosphere for 24 hours at room temperature. Further, stirring was continued for 2 hours at 45° C., and then PdCl2(PPh3)2 (29 mg) was added. After the system was refluxed in a nitrogen atmosphere for 5 hours, the reaction mixture was concentr... The product is COC(=O)COc1cc(OC)c([N+](=O)[O-])c(OCc2ccccc2)c1. RXN SMILES: [Br:27][CH2:28][C:29](=[O:30])[O:31][CH3:32].[C:21](=[O:22])([O-:23])[O-:24].[CH2:1]([c:2]1[cH:3][cH:4][cH:5][cH:6][cH:7]1)[O:8][c:9]1[cH:10][c:11]([OH:20])[cH:12][c:13]([O:18][CH3:19])[c:14]1[N+:15](=[O:16])[O-:17].[K+:25].[K+:26].[O:33]=[CH:34][N:35]([CH3:36])[CH3:37].[OH2:38]>>[CH2:1]([c:2]1[cH:3][cH:4][cH:5][cH:6][cH:7]1)[O:8][c:9]1[cH:10][c:11]([O:20][CH2:28][C:29](=[O:30])[O:31][CH3:32])[cH:12][c:13]([O:18][CH3:19])[c:14]1[N+:15](=[O:16])[O-:17]. The reactants are COC(=O)CBr, O=C([O-])[O-], COc1cc(O)cc(OCc2ccccc2)c1[N+](=O)[O-], [K+], [K+], CN(C)C=O, O. Reactants: C(C)N1CCC2=CC(=CC=C12)S(=O)(=O)N (1-ethylindoline-5-sulfonamide), ClC=1C=C(C(=O)N2CCC3=CC(=CC=C23)S(=O)(=O)N)C=CC1Cl (1-(3,4-dichlorobenzoyl)indoline-5-sulfonamide), ClC=1C=C(C(=O)N2CCC3=CC(=CC=C23)S(=O)(=O)N)C=CC1Cl (1-(3,4-dichlorobenzoyl)indoline-5-sulfonamide). The product is ClC=1C=C(CN2CCC3=CC(=CC=C23)S(=O)(=O)N)C=CC1Cl (1-(3,4-Dichlorobenzyl)indoline-5-sulfonamide). Isolated yield 60.4%. As a reaction SMILES: C(N1C2C(=CC(S(N)(=O)=O)=CC=2)CC1)C.[Cl:16][C:17]1[CH:18]=[C:19]([CH:35]=[CH:36][C:37]=1[Cl:38])[C:20]([N:22]1[C:30]2[C:25](=[CH:26][C:27]([S:31]([NH2:34])(=[O:33])=[O:32])=[CH:28][CH:29]=2)[CH2:24][CH2:23]1)=O>>[Cl:16][C:17]1[CH:18]=[C:19]([CH:35]=[CH:36][C:37]=1[Cl:38])[CH2:20][N:22]1[C:30]2[C:25](=[CH:26][C:27]([S:31]([NH2:34])(=[O:33])=[O:32])=[CH:28][CH:29]=2)[CH2:24][CH2:23]1. Procedure: Following a procedure analogous to that for the synthesis of Intermediate 53, 1-(3,4-dichlorobenzoyl)indoline-5-sulfonamide (Intermediate 58, 70 mg, 0.19 mmol) was converted to the title compound (41 mg, 61%) after purification using preparative HPLC. 1H NMR (DMSO-d6) δ 7.63-7.58 (m, 2H), 7.48-7.43 (m, 2H), 7.31 (dd, J=8.3, 2.1 Hz, 1H), 6.91 (s, 2H), 6.60 (d, J=8.1 Hz, 1H), 4.41 (s, 2H), 3.46 (t, J=8.7 Hz, 2H), 3.03-2.98 (m, 2H); MS(ESI+) m/z 356.9 (M+H)+. Starting materials: [H-].[Na+] (sodium hydride), C(C)OC(OCC)=O (diethylcarbonate), BrC=1C=CC(=C(C1)C(C)=O)OCOC (1-(5-Bromo-2-(methoxymethoxy)phenyl)ethanone), C1CCOC1 (THF), C1CCOC1 (THF). Conditions: temperature 80 celsius, time 5 hour. Yields the product BrC=1C=CC(=C(C1)C(CC(COC)=O)=O)OCOC (1-(5-Bromo-2-(methoxymethoxy)phenyl)-4-methoxybutane-1,3-dione), oil. Yield: 78.0%. Reaction SMILES: [H-].[Na+].C(O[C:6](=O)[O:7][CH2:8][CH3:9])C.[Br:11][C:12]1[CH:13]=[CH:14][C:15]([O:21][CH2:22][O:23][CH3:24])=[C:16]([C:18](=[O:20])[CH3:19])[CH:17]=1.C1C[O:28]CC1>>[Br:11][C:12]1[CH:13]=[CH:14][C:15]([O:21][CH2:22][O:23][CH3:24])=[C:16]([C:18](=[O:20])[CH2:19][C:9](=[O:28])[CH2:8][O:7][CH3:6])[CH:17]=1 |f:0.1|. Reported procedure: To a slurry of sodium hydride (60% oily dispersion; 1.49 g, 37 mmol) and diethylcarbonate (6.0 mL, 49 mmol) in anhydrous THF (70 mL), a solution of 1-(5-bromo-2-(methoxymethoxy)phenyl)ethanone (15, 4.435 g, 17.1 mmol) in anhydrous THF (30 mL) was added in one portion at rt under a nitrogen atmosphere. The mixture was stirred at 80° C. for 5 h. As the reaction was deemed complete by LC-MS, the mixture was cooled to room temperature and quenched by pouring it onto 1:1 ice/1N NaHSO4 (100 mL). Extra...